From a dataset of the Open Reaction Database (ORD), a public repository of structured organic reaction records. describe an organic reaction: reactants, conditions, products, and yield Reactants: ClC=1C=C(C=C(C1)C(F)(F)F)C1(CC(=NO1)C1=CC(=C(C=C1)C(=O)N1CNC(C1)=O)CC(F)(F)F)C(F)(F)F (1-[(4-[5-[3-chloro-5-(trifluoromethyl)phenyl]-5-(trifluoromethyl)-4,5-dihydro-1,2-oxazol-3-yl]-2-(2,2,2-trifluoroethyl)phenyl)carbonyl]imidazolidin-4-one), C(=O)([O-])[O-].[Cs+].[Cs+] (Cs2CO3), CN(C=O)C (N,N-dimethylformamide), FC(CCI)(F)F (1,1,1-trifluoro-3-iodopropane). Run in CC#N (CH3CN). Run at temperature 50 celsius, time 8 hour. Product: ClC=1C=C(C=C(C1)C(F)(F)F)C1(CC(=NO1)C1=CC(=C(C=C1)C(=O)N1CN(C(C1)=O)CCC(F)(F)F)CC(F)(F)F)C(F)(F)F (1-[(4-[5-[3-chloro-5-(trifluoromethyl)phenyl]-5-(trifluoromethyl)-4,5-dihydro-1,2-oxazol-3-yl]-2-(2,2,2-trifluoroethyl)phenyl)carbonyl]-3-(3,3,3-trifluoropropyl)imidazolidin-4-one). As a reaction SMILES: [Cl:1][C:2]1[CH:3]=[C:4]([C:12]2([C:36]([F:39])([F:38])[F:37])[O:16][N:15]=[C:14]([C:17]3[CH:22]=[CH:21][C:20]([C:23]([N:25]4[CH2:29][C:28](=[O:30])[NH:27][CH2:26]4)=[O:24])=[C:19]([CH2:31][C:32]([F:35])([F:34])[F:33])[CH:18]=3)[CH2:13]2)[CH:5]=[C:6]([C:8]([F:11])([F:10])[F:9])[CH:7]=1.CN(C)C=O.[F:45][C:46]([F:51])([F:50])[CH2:47][CH2:48]I.C([O-])([O-])=O.[Cs+].[Cs+]>CC#N>[Cl:1][C:2]1[CH:3]=[C:4]([C:12]2([C:36]([F:37])([F:38])[F:39])[O:16][N:15]=[C:14]([C:17]3[CH:22]=[CH:21][C:20]([C:23]([N:25]4[CH2:29][C:28](=[O:30])[N:27]([CH2:48][CH2:47][C:46]([F:51])([F:50])[F:45])[CH2:26]4)=[O:24])=[C:19]([CH2:31][C:32]([F:33])([F:35])[F:34])[CH:18]=3)[CH2:13]2)[CH:5]=[C:6]([C:8]([F:11])([F:10])[F:9])[CH:7]=1 |f:3.4.5|. Procedure: Into a 25-mL round-bottom flask, was placed 1-[(4-[5-[3-chloro-5-(trifluoromethyl)phenyl]-5-(trifluoromethyl)-4,5-dihydro-1,2-oxazol-3-yl]-2-(2,2,2-trifluoroethyl)phenyl)carbonyl]imidazolidin-4-one (150 mg, 0.26 mmol, 1.00 equiv), N,N-dimethylformamide (10 mL), 1,1,1-trifluoro-3-iodopropane (114 mg, 0.51 mmol, 2.01 equiv), Cs2CO3 (166 mg, 0.51 mmol, 1.98 equiv). The resulting solution was stirred overnight at 50° C. The reaction was then quenched by the addition of 10 mL of water. The resulting ... Starting materials: CN(CCCCCCCCCCCO)C1=CC=C(C=O)C=C1 (4-[N-methyl-N-(11-hydroxyundecyl)-amino]-benzaldehyde), [N+](=O)([O-])C1=CC=C(C=C1)NN (4-nitrophenylhydrazine), C(C)(=O)O (acetic acid), ice water. Solvent: O (water). Reaction conditions: time 8 hour. The product is [N+](=O)([O-])C1=CC=C(C=C1)NN=CC1=CC=CC=C1 (benzaldehyde-4-nitrophenylhydrazone). The yield is 28.0%. RXN SMILES: CN([C:15]1[CH:22]=[CH:21][C:18]([CH:19]=O)=[CH:17][CH:16]=1)CCCCCCCCCCCO.[N+:23]([C:26]1[CH:31]=[CH:30][C:29]([NH:32][NH2:33])=[CH:28][CH:27]=1)([O-:25])=[O:24].C(O)(=O)C>O>[N+:23]([C:26]1[CH:27]=[CH:28][C:29]([NH:32][N:33]=[CH:19][C:18]2[CH:17]=[CH:16][CH:15]=[CH:22][CH:21]=2)=[CH:30][CH:31]=1)([O-:25])=[O:24]. Procedure: A mixture of 8.62 g of 4-[N-methyl-N-(11-hydroxyundecyl)-amino]-benzaldehyde, 4.33 g of 4-nitrophenylhydrazine and 25 ml of glacial acetic acid were [sic] refluxed for 30 minutes and left to stand overnight at room temperature. 70 ml of ice water were added to the resulting reaction mixture and the mixture was stirred thoroughly After the water had been removed from the reaction mixture, the reaction product, which had now precipitated, was separated off and then subjected to preliminary purific... Reactants: BrCC(C)C (1-bromo-2-methylpropane), C([O-])([O-])=O.[Na+].[Na+] (sodium carbonate), IC=1C=C2C=NN(C2=CC1)C=1C=C(C(=O)O)C=CC1 (3-(5-iodo-1H-indazol-1-yl)benzoic acid), BrCC(C)C (1-bromo-2-methylpropane). Solvent: CN1CCCC1=O (NMP). Reaction conditions: temperature 55 celsius, time 1 hour. The product is IC=1C=C2C=NN(C2=CC1)C=1C=C(C(=O)OCC(C)C)C=CC1 (Isobutyl 3-(5-iodo-1H-indazol-1-yl)benzoate). Isolated yield 99.1%. RXN SMILES: C(=O)([O-])[O-].[Na+].[Na+].[I:7][C:8]1[CH:9]=[C:10]2[C:14](=[CH:15][CH:16]=1)[N:13]([C:17]1[CH:18]=[C:19]([CH:23]=[CH:24][CH:25]=1)[C:20]([OH:22])=[O:21])[N:12]=[CH:11]2.Br[CH2:27][CH:28]([CH3:30])[CH3:29]>CN1C(=O)CCC1>[I:7][C:8]1[CH:9]=[C:10]2[C:14](=[CH:15][CH:16]=1)[N:13]([C:17]1[CH:18]=[C:19]([CH:23]=[CH:24][CH:25]=1)[C:20]([O:22][CH2:27][CH:28]([CH3:30])[CH3:29])=[O:21])[N:12]=[CH:11]2 |f:0.1.2|. Procedure: A 50 mL.s flask was charged with sodium carbonate (0.700 g, 6.60 mmol), 3-(5-iodo-1H-indazol-1-yl)benzoic acid (I1a) (2.185 g, 6 mmol) and NMP (15 mL) at 40° C. with magnetic stirring. After a couple of minutes 1-bromo-2-methylpropane (0.971 mL, 9.00 mmol) was added in one portion. After one hour at 40° C., the temperature was raised to 55° C. and another portion of 1-bromo-2-methylpropane (0.971 mL, 9.00 mmol) was added. The stirring was continued overnight. After cooling, the reaction mixture ...